From a dataset of the Open Reaction Database (ORD), a public repository of structured organic reaction records. describe an organic reaction: reactants, conditions, products, and yield Starting materials: NC(=O)C1CN(CCN1CCCC(C1=CC=C(C=C1)F)C1=CC=C(C=C1)F)CC(=O)NC1=C(C=CC=C1C)C (3-(aminocarbonyl)-4-[4,4-bis(4-fluorophenyl)butyl]-N-(2,6-dimethylphenyl)-1-piperazineacetamide), OC(C(=O)O)C(C(=O)O)O ((+)-2,3-dihydroxybutanedioic acid). Solvent: C(C)O (ethanol), C(C)O (ethanol). Run at temperature 0 celsius. Yields the product NC(=O)C1CN(CCN1CCCC(C1=CC=C(C=C1)F)C1=CC=C(C=C1)F)CC(=O)NC1=C(C=CC=C1C)C ((+)-3-(aminocarbonyl)-4-[4,4-bis(4-fluorophenyl)butyl]-N-(2,6-dimethylphenyl)-1-piperazineacetamide), OC(C(=O)[O-])C(C(=O)[O-])O (2,3-dihydroxybutanedioate), monohydrate. As a reaction SMILES: [NH2:1][C:2]([CH:4]1[N:9]([CH2:10][CH2:11][CH2:12][CH:13]([C:21]2[CH:26]=[CH:25][C:24]([F:27])=[CH:23][CH:22]=2)[C:14]2[CH:19]=[CH:18][C:17]([F:20])=[CH:16][CH:15]=2)[CH2:8][CH2:7][N:6]([CH2:28][C:29]([NH:31][C:32]2[C:37]([CH3:38])=[CH:36][CH:35]=[CH:34][C:33]=2[CH3:39])=[O:30])[CH2:5]1)=[O:3].[OH:40][CH:41]([CH:45]([OH:49])[C:46]([OH:48])=[O:47])[C:42]([OH:44])=[O:43]>C(O)C>[NH2:1][C:2]([CH:4]1[N:9]([CH2:10][CH2:11][CH2:12][CH:13]([C:14]2[CH:19]=[CH:18][C:17]([F:20])=[CH:16][CH:15]=2)[C:21]2[CH:22]=[CH:23][C:24]([F:27])=[CH:25][CH:26]=2)[CH2:8][CH2:7][N:6]([CH2:28][C:29]([NH:31][C:32]2[C:37]([CH3:38])=[CH:36][CH:35]=[CH:34][C:33]=2[CH3:39])=[O:30])[CH2:5]1)=[O:3].[OH:40][CH:41]([CH:45]([OH:49])[C:46]([O-:48])=[O:47])[C:42]([O-:44])=[O:43]. Procedure details: To a stirred solution of 3 parts of 3-(aminocarbonyl)-4-[4,4-bis(4-fluorophenyl)butyl]-N-(2,6-dimethylphenyl)-1-piperazineacetamide in 24 parts of ethanol was added a solution of 0.94 parts of (+)-2,3-dihydroxybutanedioic acid in 24 parts of ethanol. The whole was evaporated and the oily residue was dissolved in warm 4-methyl-2-pentanone. After cooling to 0° C., the product was filtered off and dissolved in 2-propanone. 0.2 Parts of 2,3-dihydroxybutanedioic acid were added and upon the addition ... Starting materials: CO, COC(=O)CCCC(=O)Nc1c(C(=O)Nc2ccc(Cl)cn2)oc2ccccc12, [Na+], [OH-]. The product is O=C(O)CCCC(=O)Nc1c(C(=O)Nc2ccc(Cl)cn2)oc2ccccc12. Reaction SMILES: [CH3:32][OH:33].[Cl:1][c:2]1[cH:3][cH:4][c:5]([NH:8][C:9](=[O:10])[c:11]2[o:12][c:13]3[c:14]([c:15]2[NH:16][C:17]([CH2:18][CH2:19][CH2:20][C:21](=[O:22])[O:23][CH3:24])=[O:25])[cH:26][cH:27][cH:28][cH:29]3)[n:6][cH:7]1.[Na+:31].[OH-:30]>>[Cl:1][c:2]1[cH:3][cH:4][c:5]([NH:8][C:9](=[O:10])[c:11]2[o:12][c:13]3[c:14]([c:15]2[NH:16][C:17]([CH2:18][CH2:19][CH2:20][C:21](=[O:22])[OH:23])=[O:25])[cH:26][cH:27][cH:28][cH:29]3)[n:6][cH:7]1. Starting materials: ClC=1C(=C(CC(C(F)(F)F)(CC(C)(C)C2=CC=CC=3CCOC32)O)C=C(C1)C(F)(F)F)F (2-(3-chloro-2-fluoro-5-trifluoromethylbenzyl)-4-(2,3-dihydrobenzofuran-7-yl)-1,1,1-trifluoro-4-methylpentan-2-ol), [N+](=O)(O)[O-] (nitric acid), S(O)(O)(=O)=O (sulfuric acid), C([O-])(O)=O.[Na+] (sodium bicarbonate). Run in C(C)(=O)O (acetic acid), C(C)(=O)O (acetic acid). Run at time 5 minute. The product is toluene-hexanes, ClC=1C(=C(CC(C(F)(F)F)(CC(C)(C2=CC(=CC=3CCOC32)[N+](=O)[O-])C)O)C=C(C1)C(F)(F)F)F (2-(3-chloro-2-fluoro-5-trifluoromethylbenzyl)-1,1,1-trifluoro-4-methyl-4-(5-nitro-2,3-dihydrobenzofuran-7-yl)pentan-2-ol). Reaction SMILES: [Cl:1][C:2]1[C:3]([F:32])=[C:4]([CH:25]=[C:26]([C:28]([F:31])([F:30])[F:29])[CH:27]=1)[CH2:5][C:6]([OH:24])([CH2:11][C:12]([C:15]1[C:23]2[O:22][CH2:21][CH2:20][C:19]=2[CH:18]=[CH:17][CH:16]=1)([CH3:14])[CH3:13])[C:7]([F:10])([F:9])[F:8].[N+:33]([O-])([OH:35])=[O:34].S(=O)(=O)(O)O.C(=O)(O)[O-].[Na+]>C(O)(=O)C>[Cl:1][C:2]1[C:3]([F:32])=[C:4]([CH:25]=[C:26]([C:28]([F:29])([F:30])[F:31])[CH:27]=1)[CH2:5][C:6]([OH:24])([CH2:11][C:12]([CH3:14])([C:15]1[C:23]2[O:22][CH2:21][CH2:20][C:19]=2[CH:18]=[C:17]([N+:33]([O-:35])=[O:34])[CH:16]=1)[CH3:13])[C:7]([F:9])([F:8])[F:10] |f:3.4|. Procedure: To a solution of 42 mg (0.087 mmol) of 2-(3-chloro-2-fluoro-5-trifluoromethylbenzyl)-4-(2,3-dihydrobenzofuran-7-yl)-1,1,1-trifluoro-4-methylpentan-2-ol in 2 mL of acetic acid was added a mixture of 15 μL of fuming nitric acid (90%) and 22 μL of sulfuric acid in 250 μL of acetic acid in several portions. The mixture eventually turned from clear to green to deep blue. After 5 minutes, the reaction was cautiously made basic with saturated aqueous sodium bicarbonate and extracted with four 6 mL port... Starting materials: N1(N=CC=C1)C1=CC=C(CC=2C(=NC3=CC=C(C=C3C2Cl)Br)Cl)C=C1 (3-(4-(1H-pyrazol-1-yl)benzyl)-6-bromo-2,4-dichloroquinoline), N1(N=CC=C1)C1=CC=C(CC=2C(=NC3=CC=C(C=C3C2Cl)Br)Cl)C=C1 (3-(4-(1H-pyrazol-1-yl)benzyl)-6-bromo-2,4-dichloroquinoline), C(C)NC (N-ethylmethylamine). Run in CN(C)C=O (DMF). Reaction conditions: temperature 80 celsius. The product is N1(N=CC=C1)C1=CC=C(CC=2C(=NC3=CC=C(C=C3C2Cl)Br)N(C)CC)C=C1 (3-(4-(1H-Pyrazol-1-yl)benzyl)-6-bromo-4-chloro-N-ethyl-N-methylquinolin-2-amine). Reaction SMILES: [N:1]1([C:6]2[CH:25]=[CH:24][C:9]([CH2:10][C:11]3[C:12](Cl)=[N:13][C:14]4[C:19]([C:20]=3[Cl:21])=[CH:18][C:17]([Br:22])=[CH:16][CH:15]=4)=[CH:8][CH:7]=2)[CH:5]=[CH:4][CH:3]=[N:2]1.[CH2:26]([NH:28][CH3:29])[CH3:27]>CN(C=O)C>[N:1]1([C:6]2[CH:25]=[CH:24][C:9]([CH2:10][C:11]3[C:12]([N:28]([CH2:26][CH3:27])[CH3:29])=[N:13][C:14]4[C:19]([C:20]=3[Cl:21])=[CH:18][C:17]([Br:22])=[CH:16][CH:15]=4)=[CH:8][CH:7]=2)[CH:5]=[CH:4][CH:3]=[N:2]1. Procedure: A mixture of 3-(4-(1H-pyrazol-1-yl)benzyl)-6-bromo-2,4-dichloroquinoline (Intermediate 6: step c, 0.100 g, 0.231 mmol), N-ethylmethylamine (1.5 mL) and DMF (0.5 mL) were heated in a sealed tube at 80° C. for 8 hours, cooled to room temperature, evaporated in vacuo, diluted with acetonitrile and filtered. The filtrate was evaporated in vacuo and chromatographed (EtOAc/Heptane) to provide the title compound. Reactants: O=c1[nH]c2cc(C(F)(F)F)ccc2cc1-c1csc(CS(=O)(=O)c2ccc(Cl)cc2)n1, CN(C)C=O. Yields the product O=c1[nH]c2cc(C(F)(F)F)ccc2cc1-c1csc(CS(=O)(=O)c2ccccc2)n1. As a reaction SMILES: [Cl:1][c:2]1[cH:3][cH:4][c:5]([S:8](=[O:9])(=[O:10])[CH2:11][c:12]2[s:13][cH:14][c:15](-[c:17]3[c:18](=[O:31])[nH:19][c:20]4[cH:21][c:22]([C:27]([F:28])([F:29])[F:30])[cH:23][cH:24][c:25]4[cH:26]3)[n:16]2)[cH:6][cH:7]1.[O:32]=[CH:33][N:34]([CH3:35])[CH3:36]>>[cH:2]1[cH:3][cH:4][c:5]([S:8](=[O:9])(=[O:10])[CH2:11][c:12]2[s:13][cH:14][c:15](-[c:17]3[c:18](=[O:31])[nH:19][c:20]4[cH:21][c:22]([C:27]([F:28])([F:29])[F:30])[cH:23][cH:24][c:25]4[cH:26]3)[n:16]2)[cH:6][cH:7]1. The reactants are NC=1C=C(CNC(C(C)(C)C)=O)C=CC1OC(F)(F)F (N-(3-amino-4-trifluoromethoxy-benzyl)-2,2-dimethyl-propionamide), C1=CN(C=N1)C(=S)N2C=CN=C2 (TCDI). Solvent: CC#N (MeCN). Yields the product N(=C=S)C=1C=C(CNC(C(C)(C)C)=O)C=CC1OC(F)(F)F (N-(3-Isothiocyanato-4-trifluoromethoxy-benzyl)-2,2-dimethyl-propionamide). Reaction SMILES: [NH2:1][C:2]1[CH:3]=[C:4]([CH:13]=[CH:14][C:15]=1[O:16][C:17]([F:20])([F:19])[F:18])[CH2:5][NH:6][C:7](=[O:12])[C:8]([CH3:11])([CH3:10])[CH3:9].C1N=CN([C:26](N2C=NC=C2)=[S:27])C=1>CC#N>[N:1]([C:2]1[CH:3]=[C:4]([CH:13]=[CH:14][C:15]=1[O:16][C:17]([F:18])([F:19])[F:20])[CH2:5][NH:6][C:7](=[O:12])[C:8]([CH3:11])([CH3:10])[CH3:9])=[C:26]=[S:27]. Reported procedure: A mixture of N-(3-amino-4-trifluoromethoxy-benzyl)-2,2-dimethyl-propionamide (200 mg, 0.69 mmol), TCDI (133 mg, 0.746 mmol) and MeCN (3 mL) was refluxed for 1 h. Concentration and purification by column chromatography gave the sub-title compound.